This data is from the Open Reaction Database (ORD), a public repository of structured organic reaction records. The task is: describe an organic reaction: reactants, conditions, products, and yield Starting materials: CCN=C=NCCCN(C)C, CS(=O)(=O)c1ccc(Oc2cc(OC3CCOCC3)c3[nH]c(C4=NCC(CC(=O)O)S4)cc3c2)cn1, CN(C)C=O, Cl, O, O, On1nnc2ccccc21, O=S1(=O)CCNCC1. Product: CS(=O)(=O)c1ccc(Oc2cc(OC3CCOCC3)c3[nH]c(C4=NCC(CC(=O)N5CCS(=O)(=O)CC5)S4)cc3c2)cn1. RXN SMILES: [CH2:49]([N:50]=[C:51]=[N:52][CH2:53][CH2:54][CH2:55][N:56]([CH3:57])[CH3:58])[CH3:59].[CH3:1][S:2](=[O:3])(=[O:4])[c:5]1[cH:6][cH:7][c:8]([O:11][c:12]2[cH:13][c:14]3[cH:15][c:16]([C:28]4=[N:32][CH2:31][CH:30]([CH2:33][C:34](=[O:35])[OH:36])[S:29]4)[nH:17][c:18]3[c:19]([O:21][CH:22]3[CH2:23][CH2:24][O:25][CH2:26][CH2:27]3)[cH:20]2)[cH:9][n:10]1.[CH3:68][N:69]([CH3:70])[CH:71]=[O:72].[ClH:48].[OH2:37].[OH2:73].[OH:38][n:39]1[c:40]2[cH:41][cH:42][cH:43][cH:44][c:45]2[n:46][n:47]1.[S:60]1(=[O:66])(=[O:67])[CH2:61][CH2:62][NH:63][CH2:64][CH2:65]1>>[CH3:1][S:2](=[O:3])(=[O:4])[c:5]1[cH:6][cH:7][c:8]([O:11][c:12]2[cH:13][c:14]3[cH:15][c:16]([C:28]4=[N:32][CH2:31][CH:30]([CH2:33][C:34](=[O:36])[N:63]5[CH2:62][CH2:61][S:60](=[O:66])(=[O:67])[CH2:65][CH2:64]5)[S:29]4)[nH:17][c:18]3[c:19]([O:21][CH:22]3[CH2:23][CH2:24][O:25][CH2:26][CH2:27]3)[cH:20]2)[cH:9][n:10]1. Reactants: C1CCNCC1, C1CCOC1, ClCCl, COC(=O)c1cccc(NC(=O)c2ccc3ccc(NC(=O)OCC4c5ccccc5-c5ccccc54)cc3c2)c1. The product is COC(=O)c1cccc(NC(=O)c2ccc3ccc(N)cc3c2)c1. As a reaction SMILES: [CH2:45]1[CH2:46][CH2:47][NH:48][CH2:49][CH2:50]1.[CH2:51]1[O:52][CH2:53][CH2:54][CH2:55]1.[Cl:42][CH2:43][Cl:44].[cH:1]1[c:2]2[c:14]([cH:15][cH:16][cH:17]1)-[c:9]1[c:8]([cH:13][cH:12][cH:11][cH:10]1)[CH:3]2[CH2:4][O:5][C:6](=[O:7])[NH:18][c:19]1[cH:20][cH:21][c:22]2[cH:23][cH:24][c:25]([C:29](=[O:30])[NH:31][c:32]3[cH:33][c:34]([C:35](=[O:36])[O:37][CH3:38])[cH:39][cH:40][cH:41]3)[cH:26][c:27]2[cH:28]1>>[NH2:18][c:19]1[cH:20][cH:21][c:22]2[cH:23][cH:24][c:25]([C:29](=[O:30])[NH:31][c:32]3[cH:33][c:34]([C:35](=[O:36])[O:37][CH3:38])[cH:39][cH:40][cH:41]3)[cH:26][c:27]2[cH:28]1. Reactants: C(#N)C1=C(OCC(CCl)O)C=CC(=C1N)C(C(CCCC)CC)=O (1-[2-cyano-4-(2-ethylhexanoyl)-amino-phenoxy]-3-chloro-2-propanol), C(C)(C)N (isopropylamine). Solvent: C(C)O (ethanol). RXN SMILES: [C:1]([C:3]1[C:14]([NH2:15])=[C:13]([C:16](=[O:24])[CH:17]([CH2:22][CH3:23])[CH2:18][CH2:19][CH2:20][CH3:21])[CH:12]=[CH:11][C:4]=1[O:5][CH2:6][CH:7]([OH:10])[CH2:8][Cl:9])#[N:2].[CH:25]([NH2:28])([CH3:27])[CH3:26]>C(O)C>[ClH:9].[C:1]([C:3]1[C:14]([NH2:15])=[C:13]([C:16](=[O:24])[CH:17]([CH2:22][CH3:23])[CH2:18][CH2:19][CH2:20][CH3:21])[CH:12]=[CH:11][C:4]=1[O:5][CH2:6][CH:7]([OH:10])[CH2:8][NH:28][CH:25]([CH3:27])[CH3:26])#[N:2] |f:3.4|. Reported procedure: Fifteen grams (0.043 mol) of 1-[2-cyano-4-(2-ethylhexanoyl)-amino-phenoxy]-3-chloro-2-propanol were dissolved in 80 ml of ethanol, 14.4 ml (0.17 mol) of isopropylamine were added, and the mixture was refluxed for two hours. The solvent was then distilled off, and the residue was purified on a silica gel column [mixture of eluants: ethyl acetate/isopropanol/NH4OH (14:6:1)]. The pure base obtained was recrystallized from ethyl acetate with the addition of petroleum ether. The crystals were dissolv... The product is Cl.C(#N)C1=C(OCC(CNC(C)C)O)C=CC(=C1N)C(C(CCCC)CC)=O (1-[2-Cyano-4-(2-ethylhexanoyl)-amino-phenoxy]-3-isopropylamino-2-propanol hydrochloride). Starting materials: CC(C)CCCC(CCCC(C#CC#CC(CCCC(CCCC(C)C)C)(O)C)(O)C)C (2,6,10,15,19,23-hexamethyltetracosa-11,13-diyne-10,15-diol). The reagents and catalysts are [Pd] (palladium). The solvent is CCCCCCC (n-heptane). Yields the product CC(C)CCCC(C)CCCC(C)CCCCC(C)CCCC(C)CCCC(C)C (squalane). Yield: 85.8%. Reaction SMILES: [CH3:1][CH:2]([CH2:4][CH2:5][CH2:6][CH:7]([CH3:32])[CH2:8][CH2:9][CH2:10][C:11]([CH3:31])(O)[C:12]#[C:13][C:14]#[C:15][C:16]([CH3:29])(O)[CH2:17][CH2:18][CH2:19][CH:20]([CH3:27])[CH2:21][CH2:22][CH2:23][CH:24]([CH3:26])[CH3:25])[CH3:3]>[Pd].CCCCCCC>[CH3:26][CH:24]([CH2:23][CH2:22][CH2:21][CH:20]([CH2:19][CH2:18][CH2:17][CH:16]([CH2:15][CH2:14][CH2:13][CH2:12][CH:11]([CH2:10][CH2:9][CH2:8][CH:7]([CH2:6][CH2:5][CH2:4][CH:2]([CH3:3])[CH3:1])[CH3:32])[CH3:31])[CH3:29])[CH3:27])[CH3:25]. Procedure details: To 100 ml of n-heptane was dissolved 50 g of 2,6,10,15,19,23-hexamethyltetracosa-11,13-diyne-10,15-diol which was prepared in the same manner as in example 5 and 2.5 g of 3 % palladium on active carbon was added. The mixture was hydrogenated at 50° C under a hydrogen pressure of 3 ~ 5 kg/cm2. The product was subjected to dehydration, hydrogenation and distillation in the same manner as in example 4 to give 40.6 g of squalane. Starting materials: C1CCOC1, CI, Cn1nnc(N(Cc2cc(C(F)(F)F)cc(C(F)(F)F)c2)Cc2cc(C(F)(F)F)ccc2C(O)C2CCCCC2)n1, [H-], [Na+], O. Yields the product COC(c1ccc(C(F)(F)F)cc1CN(Cc1cc(C(F)(F)F)cc(C(F)(F)F)c1)c1nnn(C)n1)C1CCCCC1. Reaction SMILES: [CH2:47]1[O:48][CH2:49][CH2:50][CH2:51]1.[CH3:44][I:45].[F:1][C:2]([c:3]1[cH:4][c:5]([CH2:6][N:7]([c:8]2[n:9][n:10][n:11]([CH3:13])[n:12]2)[CH2:14][c:15]2[c:16]([CH:25]([OH:26])[CH:27]3[CH2:28][CH2:29][CH2:30][CH2:31][CH2:32]3)[cH:17][cH:18][c:19]([C:21]([F:22])([F:23])[F:24])[cH:20]2)[cH:33][c:34]([C:36]([F:37])([F:38])[F:39])[cH:35]1)([F:40])[F:41].[H-:42].[Na+:43].[OH2:46]>>[F:1][C:2]([c:3]1[cH:4][c:5]([CH2:6][N:7]([c:8]2[n:9][n:10][n:11]([CH3:13])[n:12]2)[CH2:14][c:15]2[c:16]([CH:25]([O:26][CH3:44])[CH:27]3[CH2:28][CH2:29][CH2:30][CH2:31][CH2:32]3)[cH:17][cH:18][c:19]([C:21]([F:22])([F:23])[F:24])[cH:20]2)[cH:33][c:34]([C:36]([F:37])([F:38])[F:39])[cH:35]1)([F:40])[F:41]. The reactants are NC=1SC=C(N1)C(C(=O)N[C@H]1[C@H]2SCC(=C(N2C1=O)C(=O)O)CSC1=CC(=NC=2N1N=C(N2)C(NO)=O)C)=O ((6R,7R)-7-(2-Amino-4-thiazoleglyoxylamido)-3-[[[2-(hydroxycarbamoyl)-5-methyl-s-triazolo[1,5-a]pyrimidin-7-yl]thio]methyl]-8-oxo-5-thia-1-azabicyclo[4.2.0]oct-2-ene-2-carboxylic acid), NOCC1=C(C2=C(OC(O2)(C2=CC=CC=C2)C2=CC=CC=C2)C(=C1)Cl)Cl (5-[(aminooxy)methyl]-4,7-dichloro-2,2-diphenyl-1,3-benzodioxol). The solvent is CC(=O)N(C)C (dimethylacetamide). Run at time 20 hour. The product is NC=1SC=C(N1)/C(/C(=O)N[C@H]1[C@H]2SCC(=C(N2C1=O)C(=O)O)CSC1=CC(=NC=2N1N=C(N2)C(NO)=O)C)=N/OCC2=C(C1=C(OC(O1)(C1=CC=CC=C1)C1=CC=CC=C1)C(=C2)Cl)Cl ((6R,7R)-7-[(Z)-2-(2-amino-4-thiazolyl)-2-[[(4,7-dichloro-2,2-diphenyl-1,3-benzodioxol-5-yl)methoxy]imino]acetamido]-3-[[[2-(hydroxycarbamoyl)-5-methyl-s-triazolo[1,5-a]pyrimidin-7-yl]thio]methyl]-8-oxo-5-thia-1-azabicyclo[ 4.2.0]oct-2-ene-2-carboxylic acid). Isolated yield 104.0%. RXN SMILES: [NH2:1][C:2]1[S:3][CH:4]=[C:5]([C:7](=O)[C:8]([NH:10][C@@H:11]2[C:18](=[O:19])[N:17]3[C@@H:12]2[S:13][CH2:14][C:15]([CH2:23][S:24][C:25]2[N:30]4[N:31]=[C:32]([C:34](=[O:37])[NH:35][OH:36])[N:33]=[C:29]4[N:28]=[C:27]([CH3:38])[CH:26]=2)=[C:16]3[C:20]([OH:22])=[O:21])=[O:9])[N:6]=1.[NH2:40][O:41][CH2:42][C:43]1[CH:63]=[C:62]([Cl:64])[C:46]2[O:47][C:48]([C:56]3[CH:61]=[CH:60][CH:59]=[CH:58][CH:57]=3)([C:50]3[CH:55]=[CH:54][CH:53]=[CH:52][CH:51]=3)[O:49][C:45]=2[C:44]=1[Cl:65]>CC(N(C)C)=O>[NH2:1][C:2]1[S:3][CH:4]=[C:5](/[C:7](=[N:40]/[O:41][CH2:42][C:43]2[CH:63]=[C:62]([Cl:64])[C:46]3[O:47][C:48]([C:56]4[CH:61]=[CH:60][CH:59]=[CH:58][CH:57]=4)([C:50]4[CH:51]=[CH:52][CH:53]=[CH:54][CH:55]=4)[O:49][C:45]=3[C:44]=2[Cl:65])/[C:8]([NH:10][C@@H:11]2[C:18](=[O:19])[N:17]3[C@@H:12]2[S:13][CH2:14][C:15]([CH2:23][S:24][C:25]2[N:30]4[N:31]=[C:32]([C:34](=[O:37])[NH:35][OH:36])[N:33]=[C:29]4[N:28]=[C:27]([CH3:38])[CH:26]=2)=[C:16]3[C:20]([OH:22])=[O:21])=[O:9])[N:6]=1. Procedure details: (6R,7R)-7-(2-Amino-4-thiazoleglyoxylamido)-3-[[[2-(hydroxycarbamoyl)-5-methyl-s-triazolo[1,5-a]pyrimidin-7-yl]thio]methyl]-8-oxo-5-thia-1-azabicyclo[4.2.0]oct-2-ene-2-carboxylic acid (52 mg) (0.088 mmol) and 47 mg (0.11 mmol) of 5-[(aminooxy)methyl]-4,7-dichloro-2,2-diphenyl-1,3-benzodioxol are dissolved in 1 ml of absolute dimethylacetamide. After stirring at room temperature for 20 hours the solvent is removed in a high vacuum at room temperature and the residue is crystallized by the addition... Reactants: COCCOC, CCO, N#Cc1cc(Cl)ncc1Cl, [Na+], [Na+], O=C([O-])[O-], OB(O)c1ccccc1. Yields the product N#Cc1cc(-c2ccccc2)ncc1Cl. RXN SMILES: [CH2:26]([CH2:27][O:28][CH3:29])[O:30][CH3:31].[CH3:32][CH2:33][OH:34].[Cl:10][c:11]1[cH:12][c:13]([C:14]#[N:15])[c:16]([Cl:19])[cH:17][n:18]1.[Na+:20].[Na+:21].[O-:22][C:23](=[O:24])[O-:25].[OH:1][B:2]([OH:3])[c:4]1[cH:5][cH:6][cH:7][cH:8][cH:9]1>>[c:4]1(-[c:11]2[cH:12][c:13]([C:14]#[N:15])[c:16]([Cl:19])[cH:17][n:18]2)[cH:5][cH:6][cH:7][cH:8][cH:9]1.